This data is from the Open Reaction Database (ORD), a public repository of structured organic reaction records. The task is: describe an organic reaction: reactants, conditions, products, and yield The yield is 15.3%. The reactants are CN(N=C\C=C\CC)C (trans-2-pentenal N,N-dimethylhydrazone), BrC=1C(C2=CC=CC=C2C(C1)=O)=O (2-bromo-1,4-naphthoquinone), CC=1C=CN=C2C1C(=O)C=3C=CC=CC3C2=O (cleistopholine). Yields the product CCC1=C2C(=NC=C1)C(=O)C3=CC=CC=C3C2=O (homocleistopholine). Reported procedure: A solution of trans-2-pentenal N,N-dimethylhydrazone (49.15 g, 0.39 mol) in xylene (100 mL) was quickly added to a xylene (600 mL) solution of 2-bromo-1,4-naphthoquinone (71.12 g, 0.30 mol) and the dark reaction heated at reflux for 6 h. Workup followed the procedure described above for cleistopholine. Chromatography provided pure homocleistopholine (13) (10.90 g, 14%). An analytical sample was obtained by crystallization from EtOAc: mp 157°-158° C.; IR (KBr) 1680, 1665, 1590, 1575, 1450, 1340, ... As a reaction SMILES: CN(C)[N:3]=[CH:4]/[CH:5]=[CH:6]/[CH2:7][CH3:8].Br[C:11]1[C:12](=[O:22])[C:13]2[C:18]([C:19](=[O:21])[CH:20]=1)=[CH:17][CH:16]=[CH:15][CH:14]=2.CC1C=CN=C2C(=O)C3C=CC=CC=3C(=O)C=12>C1(C)C(C)=CC=CC=1>[CH3:8][CH2:7][C:6]1[CH:5]=[CH:4][N:3]=[C:11]2[C:12]([C:13]3[C:18]([C:19](=[O:21])[C:20]=12)=[CH:17][CH:16]=[CH:15][CH:14]=3)=[O:22]. Run in C=1(C(=CC=CC1)C)C (xylene), C=1(C(=CC=CC1)C)C (xylene). Reactants: CN(C)c1ccccc1, CC#N, C[N+](C)(C)C, [Cl-], O=C(Nc1ccc(F)c(C(F)(F)F)c1)c1cccc2cc(Cc3cc(O)ncn3)ccc12, O=P(Cl)(Cl)Cl. The product is O=C(Nc1ccc(F)c(C(F)(F)F)c1)c1cccc2cc(Cc3cc(Cl)ncn3)ccc12. As a reaction SMILES: [CH3:33][N:34]([c:35]1[cH:36][cH:37][cH:38][cH:39][cH:40]1)[CH3:41].[CH3:47][C:48]#[N:49].[CH3:51][N+:52]([CH3:53])([CH3:54])[CH3:55].[Cl-:50].[F:1][c:2]1[c:3]([C:29]([F:30])([F:31])[F:32])[cH:4][c:5]([NH:8][C:9](=[O:10])[c:11]2[cH:12][cH:13][cH:14][c:15]3[cH:16][c:17]([CH2:21][c:22]4[n:23][cH:24][n:25][c:26]([OH:28])[cH:27]4)[cH:18][cH:19][c:20]23)[cH:6][cH:7]1.[P:42]([Cl:43])([Cl:44])([Cl:45])=[O:46]>>[F:1][c:2]1[c:3]([C:29]([F:30])([F:31])[F:32])[cH:4][c:5]([NH:8][C:9](=[O:10])[c:11]2[cH:12][cH:13][cH:14][c:15]3[cH:16][c:17]([CH2:21][c:22]4[n:23][cH:24][n:25][c:26]([Cl:44])[cH:27]4)[cH:18][cH:19][c:20]23)[cH:6][cH:7]1. Starting materials: NC1=NNC=C1 (3-aminopyrazole), O\C=C\1/C(NC2=CC=CC=C12)=O (Z-3-[(hydroxy)-methylene]-1,3-dihydro-indol-2-one), CC1=CC(=NO1)N (5-methyl-isoxazol-3-ylamine). The solvent is O1CCCC1 (tetrahydrofuran). Yields the product CC1=CC(=NO1)NC=C1C(NC2=CC=CC=C12)=O (3-[(5-Methyl-isoxazol-3-ylamino)-methylene]-1,3-dihydro-indol-2-one). RXN SMILES: NC1C=CNN=1.O/[CH:8]=[C:9]1\[C:10](=[O:18])[NH:11][C:12]2[C:17]\1=[CH:16][CH:15]=[CH:14][CH:13]=2.[CH3:19][C:20]1[O:24][N:23]=[C:22]([NH2:25])[CH:21]=1>O1CCCC1>[CH3:19][C:20]1[O:24][N:23]=[C:22]([NH:25][CH:8]=[C:9]2[C:17]3[C:12](=[CH:13][CH:14]=[CH:15][CH:16]=3)[NH:11][C:10]2=[O:18])[CH:21]=1. Reported procedure: The named compound is prepared by substituting 5-methyl-isoxazol-3-ylamine for 3-aminopyrazole in the reaction of Example 1. Specifically, E & Z-3-[(hydroxy)-methylene]-1,3-dihydro-indol-2-one (0.100 gins.) is reacted with 0.1228 gms. 5-methyl-isoxazol-3-ylamine by refluxing in tetrahydrofuran (2.7 mL). Reaction SMILES: B(Br)(Br)Br.[NH2:5][C:6]1[C:14]2[C:9](=[CH:10][CH:11]=[C:12]([O:15]C)[CH:13]=2)[C:8](=[O:17])[C:7]=1[C:18]1[CH:23]=[CH:22][C:21]([O:24]C)=[CH:20][CH:19]=1.[OH-].[NH4+]>ClCCl>[NH2:5][C:6]1[C:14]2[C:9](=[CH:10][CH:11]=[C:12]([OH:15])[CH:13]=2)[C:8](=[O:17])[C:7]=1[C:18]1[CH:23]=[CH:22][C:21]([OH:24])=[CH:20][CH:19]=1 |f:2.3|. Isolated yield 55.9%. Reactants: B(Br)(Br)Br (Boron tribromide), NC1=C(C(C2=CC=C(C=C12)OC)=O)C1=CC=C(C=C1)OC (3-Amino-5-methoxy-2-(4-methoxyphenyl)-1H-inden-1-one), [OH-].[NH4+] (ammonium hydroxide). Procedure: Boron tribromide (0.5 mL, 5.3 mmol) was added dropwise into a cold (−78° C.) mixture of 3-Amino-5-methoxy-2-(4-methoxyphenyl)-1H-inden-1-one (250 mg, 0.89 mmol), and dichloromethane (2.0 mL). The reaction mixture was allowed to come gradually to room temperature and stirred for 1 hour. The mixture was poured onto ice containing ammonium hydroxide (1 mL) and extracted with ethyl acetate. The organic extracts were washed with brine and were dried over MgSO4. Evaporation and flash chromatography (5... Solvent: ClCCl (dichloromethane). Yields the product NC1=C(C(C2=CC=C(C=C12)O)=O)C1=CC=C(C=C1)O (3-Amino-5-hydroxy-2-(4-hydroxyphenyl)-1H-inden-1-one). Conditions: time 1 hour. As a reaction SMILES: [CH2:1]([O:8][C:9](=[O:22])[C@H:10]([CH2:19][CH2:20]O)[NH:11][C:12]([O:14][C:15]([CH3:18])([CH3:17])[CH3:16])=[O:13])[C:2]1[CH:7]=[CH:6][CH:5]=[CH:4][CH:3]=1.C(OC(=O)[C@H](CCO)NC(OC(C)(C)C)=O)C=C.[CH2:41]([O:48][CH2:49][N:50]1[CH:55]=[C:54]([F:56])[C:53](=[O:57])[NH:52][C:51]1=[O:58])[C:42]1[CH:47]=[CH:46][CH:45]=[CH:44][CH:43]=1>>[CH2:1]([O:8][C:9](=[O:22])[CH:10]([CH2:19][CH2:20][N:52]1[C:53](=[O:57])[C:54]([F:56])=[CH:55][N:50]([CH2:49][O:48][CH2:41][C:42]2[CH:43]=[CH:44][CH:45]=[CH:46][CH:47]=2)[C:51]1=[O:58])[NH:11][C:12]([O:14][C:15]([CH3:18])([CH3:17])[CH3:16])=[O:13])[C:2]1[CH:7]=[CH:6][CH:5]=[CH:4][CH:3]=1. Reactants: C(C1=CC=CC=C1)OC([C@@H](NC(=O)OC(C)(C)C)CCO)=O ((±)-N-(tert-butoxycarbonyl)homoserine benzyl ester), C(C=C)OC([C@@H](NC(=O)OC(C)(C)C)CCO)=O ((±)-N-(tert-butoxycarbonyl)homoserine allyl ester), C(C1=CC=CC=C1)OCN1C(NC(C(=C1)F)=O)=O (1-benzyloxymethyl-5-fluoro-pyrimidin-2,4-dione). The product is C(C1=CC=CC=C1)OC(C(NC(=O)OC(C)(C)C)CCN1C(N(C=C(C1=O)F)COCC1=CC=CC=C1)=O)=O ((±)-2-[2-(1-Benzyloxymethyl-5-fluoropyrimidin-2,4-dione-3-yl)ethyl]-N-(tert-butoxycarbonyl)glycine Benzyl Ester). Procedure: In a similar manner to that described in Example 1(1), a reaction was carried out using (±)-N-(tert-butoxycarbonyl)homoserine benzyl ester, instead of (±)-N-(tert-butoxycarbonyl)homoserine allyl ester, and using 1-benzyloxymethyl-5-fluoro-pyrimidin-2,4-dione instead of phthalimide, to afford the desired compound (yield 54%) as a pale yellow oil. The yield is 54.0%. The reactants are CC1=C(OC2=CC=C(O2)C(=O)OC)C=C(C=C1)[Si](C)(C)C (methyl 5-[2-methyl-5-(trimethylsilyl)phenoxy]furan-2-carboxylate), CC1=C(OC2=CC=C(O2)C(=O)OC)C=C(C=C1)[Si](C)(C)C (methyl 5-[2-methyl-5-(trimethylsilyl)phenoxy]furan-2-carboxylate), [OH-].[Na+] (sodium hydroxide). Solvent: CO (methyl alcohol), O (water). Run at time 18 hour. Yields the product CC1=C(OC2=CC=C(O2)C(=O)O)C=C(C=C1)[Si](C)(C)C (5-[2-methyl-5-(trimethylsilyl)phenoxy]furan-2-carboxylic acid). Yield: 87.8%. As a reaction SMILES: [CH3:1][C:2]1[CH:17]=[CH:16][C:15]([Si:18]([CH3:21])([CH3:20])[CH3:19])=[CH:14][C:3]=1[O:4][C:5]1[O:9][C:8]([C:10]([O:12]C)=[O:11])=[CH:7][CH:6]=1.[OH-].[Na+]>CO.O>[CH3:1][C:2]1[CH:17]=[CH:16][C:15]([Si:18]([CH3:19])([CH3:21])[CH3:20])=[CH:14][C:3]=1[O:4][C:5]1[O:9][C:8]([C:10]([OH:12])=[O:11])=[CH:7][CH:6]=1 |f:1.2|. Reported procedure: To a solution of methyl 5-[2-methyl-5-(trimethylsilyl)phenoxy]furan-2-carboxylate (Intermediate 4; 217 mg, 0.71 mmol) in methyl alcohol (3 mL) at room temperature was added a solution of sodium hydroxide (126 mg) in water (1 mL) and the reaction stirred for 18 hours. The resulting mixture was concentrated under reduced pressure, the residue taken up in water and extracted into diethyl ether (1×20 mL). The aqueous layer was acidified with hydrochloric acid (1 M) and extracted with ethyl acetate (... Starting materials: CN(C=O)C (N,N-dimethylformamide), C1(=CC=CC=C1)P(CCCCP(C1=CC=CC=C1)C1=CC=CC=C1)C1=CC=CC=C1 (1,4-bis(diphenylphosphino)butane), NC1=C(C(=O)NC)C=C(C=C1C)Br (2-amino-5-bromo-N,3-dimethylbenzamide), NC1=C(C(=O)NC)C=C(C=C1C)Br (2-amino-5-bromo-N,3-dimethylbenzamide). The reagents and catalysts are C(C)(=O)[O-].[Pd+2].C(C)(=O)[O-] (palladium(II) acetate), [Zn] (zinc), [C-]#N.[Zn+2].[C-]#N (zinc(II) cyanide). The solvent is C(C)(=O)O (acetic acid). Conditions: temperature 130 celsius, time 8 hour. Yields the product NC1=C(C(=O)NC)C=C(C=C1C)C#N (2-amino-5-cyano-N,3-dimethylbenzamide). Yield: 90.9%. RXN SMILES: C1(P(C2C=CC=CC=2)CCCCP(C2C=CC=CC=2)C2C=CC=CC=2)C=CC=CC=1.[NH2:31][C:32]1[C:41]([CH3:42])=[CH:40][C:39](Br)=[CH:38][C:33]=1[C:34]([NH:36][CH3:37])=[O:35].[CH3:44][N:45](C)C=O>C([O-])(=O)C.[Pd+2].C([O-])(=O)C.[Zn].[C-]#N.[Zn+2].[C-]#N.C(O)(=O)C>[NH2:31][C:32]1[C:41]([CH3:42])=[CH:40][C:39]([C:44]#[N:45])=[CH:38][C:33]=1[C:34]([NH:36][CH3:37])=[O:35] |f:3.4.5,7.8.9|. Reported procedure: A flask purged with dry nitrogen was charged with palladium(II) acetate (370 mg, 1.64 mmol), 1,4-bis(diphenylphosphino)butane (850 mg, 2 mmol), activated zinc powder (500 mg, 7.64 mmol), zinc(II) cyanide (51 g, 434 mmol), and 2-amino-5-bromo-N,3-dimethylbenzamide (i.e. the product of Step A) (200 g, 820 mmol). Then freshly degassed N,N-dimethylformamide (500 mL) was added, and the mixture was heated at 130° C. for 25.5 h. Then the temperature was reduced to 95° C., and acetic acid (200 mL) was a... The reactants are ClCC1OCCN(C1)C1=C(C=C2C(C(=CN(C2=C1F)CC)C(=O)O)=O)F (7-(2-chloromethylmorpholino)-1-ethyl-6,8-difluoro-1,4-dihydro-4-oxoquinoline-3-carboxylic acid), CNC (dimethylamine). Yields the product CN(C)CC1OCCN(C1)C1=C(C=C2C(C(=CN(C2=C1F)CC)C(=O)O)=O)F (7-[2-(dimethylaminomethyl)morpholino]-1-ethyl-6,8-difluoro-1,4-dihydro-4-oxoquinoline-3-carboxylic acid). As a reaction SMILES: Cl[CH2:2][CH:3]1[CH2:8][N:7]([C:9]2[C:18]([F:19])=[C:17]3[C:12]([C:13](=[O:25])[C:14]([C:22]([OH:24])=[O:23])=[CH:15][N:16]3[CH2:20][CH3:21])=[CH:11][C:10]=2[F:26])[CH2:6][CH2:5][O:4]1.[CH3:27][NH:28][CH3:29]>>[CH3:27][N:28]([CH2:2][CH:3]1[CH2:8][N:7]([C:9]2[C:18]([F:19])=[C:17]3[C:12]([C:13](=[O:25])[C:14]([C:22]([OH:24])=[O:23])=[CH:15][N:16]3[CH2:20][CH3:21])=[CH:11][C:10]=2[F:26])[CH2:6][CH2:5][O:4]1)[CH3:29]. Procedure: By the use of 7-(2-chloromethylmorpholino)-1-ethyl-6,8-difluoro-1,4-dihydro-4-oxoquinoline-3-carboxylic acid and dimethylamine, the reaction is similarly carried out as Example 34 to give 7-[2-(dimethylaminomethyl)morpholino]-1-ethyl-6,8-difluoro-1,4-dihydro-4-oxoquinoline-3-carboxylic acid, melting at 185°-188° C. The reactants are C, OC(COCc1ccccc1)Cc1ncc[nH]1, CO, [H][H], [Pd]. Product: OCC(O)Cc1ncc[nH]1. RXN SMILES: [C:22].[CH2:1]([c:2]1[cH:3][cH:4][cH:5][cH:6][cH:7]1)[O:8][CH2:9][CH:10]([CH2:11][c:12]1[nH:13][cH:14][cH:15][n:16]1)[OH:17].[CH3:20][OH:21].[H:18][H:19].[Pd:23]>>[OH:8][CH2:9][CH:10]([CH2:11][c:12]1[nH:13][cH:14][cH:15][n:16]1)[OH:17]. RXN SMILES: [CH2:1]([c:2]1[nH:3][c:4]([C:5]([O:6][CH2:7][CH3:8])=[O:9])[cH:10][cH:11]1)[CH3:12].[Cl:13][c:14]1[c:15]([C:21](=[O:22])[O:23][CH2:24][CH3:25])[nH:16][c:17]([CH3:20])[c:18]1[Cl:19]>>[CH3:1][CH2:20][c:17]1[nH:16][c:15]([C:21](=[O:22])[O:23][CH2:24][CH3:25])[c:14]([Cl:13])[c:18]1[Cl:19]. Reactants: CCOC(=O)c1ccc(CC)[nH]1, CCOC(=O)c1[nH]c(C)c(Cl)c1Cl. Yields the product CCOC(=O)c1[nH]c(CC)c(Cl)c1Cl.